From a dataset of the Open Reaction Database (ORD), a public repository of structured organic reaction records. describe an organic reaction: reactants, conditions, products, and yield Reactants: [H-].[Al+3].[Li+].[H-].[H-].[H-] (lithium aluminum hydride), FC1=CC=C(OC2CCN(CC2)C(C(=O)C2=CNC3=CC=C(C=C23)OC)=O)C=C1 (4-(p-fluorophenoxy)-1-(5-methoxyindol-3-ylglyoxyloyl)piperidine). The solvent is O1CCCC1 (tetrahydrofuran), O1CCCC1 (tetrahydrofuran). Yields the product FC1=CC=C(OC2CCN(CC2)CCC2=CNC3=CC=C(C=C23)OC)C=C1 (3-{2-[4-(p-fluorophenoxy)piperidyl]ethyl}5-methoxyindole). Reaction SMILES: [H-].[Al+3].[Li+].[H-].[H-].[H-].[F:7][C:8]1[CH:35]=[CH:34][C:11]([O:12][CH:13]2[CH2:18][CH2:17][N:16]([C:19](=O)[C:20]([C:22]3[C:30]4[C:25](=[CH:26][CH:27]=[C:28]([O:31][CH3:32])[CH:29]=4)[NH:24][CH:23]=3)=O)[CH2:15][CH2:14]2)=[CH:10][CH:9]=1>O1CCCC1>[F:7][C:8]1[CH:9]=[CH:10][C:11]([O:12][CH:13]2[CH2:14][CH2:15][N:16]([CH2:19][CH2:20][C:22]3[C:30]4[C:25](=[CH:26][CH:27]=[C:28]([O:31][CH3:32])[CH:29]=4)[NH:24][CH:23]=3)[CH2:17][CH2:18]2)=[CH:34][CH:35]=1 |f:0.1.2.3.4.5|. Reported procedure: By following the manipulative procedure described in Example 2(d), 8.0 g of lithium aluminum hydride in 235 ml. of tetrahydrofuran and 18.0 g of 4-(p-fluorophenoxy)-1-(5-methoxyindol-3-ylglyoxyloyl)piperidine in 190 ml. of tetrahydrofuran are reacted to produce a white solid. The solid is recrystallized twice from 95% ethanol (charcoal treatment) to give white crystals of 3-{2-[4-(p-fluorophenoxy)piperidyl]ethyl}5-methoxyindole, m.p. 132°-134° C. Reactants: C1(CCCCC1)C(C)OC(NC=1C(=NOC1C1=CC=C(C=C1)Br)C)=O ([5-(4-bromo-phenyl)-3-methyl-isoxazol-4-yl]-carbamic acid 1-cyclohexyl-ethyl ester), C(C)OC(=O)C1(CC1)C1=CC=C(C=C1)B1OC(C(O1)(C)C)(C)C (1-[4-(4,4,5,5-tetramethyl-[1,3,2]dioxaborolan-2-yl)-phenyl]-cyclopropanecarboxylic acid ethyl ester). Product: C(C)OC(=O)C1(CC1)C1=CC=C(C=C1)C1=CC=C(C=C1)C1=C(C(=NO1)C)NC(=O)OC(C)C1CCCCC1 (1-{4′-[4-(1-Cyclohexyl-ethoxycarbonylamino)-3-methyl-isoxazol-5-yl]-biphenyl-4-yl}-cyclopropanecarboxylic acid ethyl ester). As a reaction SMILES: [CH:1]1([CH:7]([O:9][C:10](=[O:25])[NH:11][C:12]2[C:13]([CH3:24])=[N:14][O:15][C:16]=2[C:17]2[CH:22]=[CH:21][C:20](Br)=[CH:19][CH:18]=2)[CH3:8])[CH2:6][CH2:5][CH2:4][CH2:3][CH2:2]1.[CH2:26]([O:28][C:29]([C:31]1([C:34]2[CH:39]=[CH:38][C:37](B3OC(C)(C)C(C)(C)O3)=[CH:36][CH:35]=2)[CH2:33][CH2:32]1)=[O:30])[CH3:27]>>[CH2:26]([O:28][C:29]([C:31]1([C:34]2[CH:39]=[CH:38][C:37]([C:20]3[CH:21]=[CH:22][C:17]([C:16]4[O:15][N:14]=[C:13]([CH3:24])[C:12]=4[NH:11][C:10]([O:9][CH:7]([CH:1]4[CH2:6][CH2:5][CH2:4][CH2:3][CH2:2]4)[CH3:8])=[O:25])=[CH:18][CH:19]=3)=[CH:36][CH:35]=2)[CH2:32][CH2:33]1)=[O:30])[CH3:27]. Reported procedure: Prepared according to the procedure described in Example 1, Step 6 using [5-(4-bromo-phenyl)-3-methyl-isoxazol-4-yl]-carbamic acid 1-cyclohexyl-ethyl ester and 1-[4-(4,4,5,5-tetramethyl-[1,3,2]dioxaborolan-2-yl)-phenyl]-cyclopropanecarboxylic acid ethyl ester. The reactants are [BH4-].[Na+] (Sodium borohydride), OCCN1CCN(CC1)C=1N=NC(=C(N1)C)C1=CC=CC=C1 (3-[4-(2-hydroxyethyl)-1-piperazinyl]-5-methyl-6-phenyl-1,2,4-triazine). Solvent: CO (methanol). The product is OCCN1CCN(CC1)C=1NN=C(C(N1)C)C1=CC=CC=C1 (3-[4-(2-hydroxyethyl)-1-piperazinyl]-5-methyl-6-phenyl-2,5-dihydro-1,2,4-triazine). The yield is 62.9%. Reaction SMILES: [BH4-].[Na+].[OH:3][CH2:4][CH2:5][N:6]1[CH2:11][CH2:10][N:9]([C:12]2[N:13]=[N:14][C:15]([C:19]3[CH:24]=[CH:23][CH:22]=[CH:21][CH:20]=3)=[C:16]([CH3:18])[N:17]=2)[CH2:8][CH2:7]1>CO>[OH:3][CH2:4][CH2:5][N:6]1[CH2:11][CH2:10][N:9]([C:12]2[NH:13][N:14]=[C:15]([C:19]3[CH:24]=[CH:23][CH:22]=[CH:21][CH:20]=3)[CH:16]([CH3:18])[N:17]=2)[CH2:8][CH2:7]1 |f:0.1|. Procedure: Sodium borohydride (2.72 g) was added portionwise to a stirred solution of 3-[4-(2-hydroxyethyl)-1-piperazinyl]-5-methyl-6-phenyl-1,2,4-triazine (3.6 g) in methanol (15 ml) at room temperature. The reaction mixture was filtered by suction and the filtrate was evaporated. The resultant residue was extracted with ethyl acetate after addition of water, and the extract was washed with brine, dried over sodium sulfate and concentrated to a small volume. The resultant precipitates were collected by fi... Starting materials: O=C([O-])[O-], COCOc1cc(-c2cnc3c(n2)c(C(=O)C(C)(C)C)cn3COCC[Si](C)(C)C)cc(N2CCCC2)c1, CCOC(C)=O, ClCCl, [Na+], [Na+]. Yields the product CC(C)(C)C(=O)c1cn(COCC[Si](C)(C)C)c2ncc(-c3cc(O)cc(N4CCCC4)c3)nc12. As a reaction SMILES: [C:45](=[O:46])([O-:47])[O-:48].[CH3:1][O:2][CH2:3][O:4][c:5]1[cH:6][c:7](-[c:16]2[n:17][c:18]3[c:19]([n:20][cH:21]2)[n:22]([CH2:31][O:32][CH2:33][CH2:34][Si:35]([CH3:36])([CH3:37])[CH3:38])[cH:23][c:24]3[C:25]([C:26]([CH3:27])([CH3:28])[CH3:29])=[O:30])[cH:8][c:9]([N:11]2[CH2:12][CH2:13][CH2:14][CH2:15]2)[cH:10]1.[CH3:39][CH2:40][O:41][C:42](=[O:43])[CH3:44].[Cl:51][CH2:52][Cl:53].[Na+:49].[Na+:50]>>[OH:4][c:5]1[cH:6][c:7](-[c:16]2[n:17][c:18]3[c:19]([n:20][cH:21]2)[n:22]([CH2:31][O:32][CH2:33][CH2:34][Si:35]([CH3:36])([CH3:37])[CH3:38])[cH:23][c:24]3[C:25]([C:26]([CH3:27])([CH3:28])[CH3:29])=[O:30])[cH:8][c:9]([N:11]2[CH2:12][CH2:13][CH2:14][CH2:15]2)[cH:10]1. The reactants are Cl.COC(=O)C1=CC=C2CCNCC2=C1 (1,2,3,4-Tetrahydro-isoquinoline-7-carboxylic acid methyl ester hydrochloride), CN (methylamine). Conditions: temperature 100 celsius. The product is CNC(=O)C1=CC=C2CCNCC2=C1 (1,2,3,4-tetrahydro-isoquinoline-7-carboxylic acid methylamide). Reaction SMILES: Cl.C[O:3][C:4]([C:6]1[CH:15]=[C:14]2[C:9]([CH2:10][CH2:11][NH:12][CH2:13]2)=[CH:8][CH:7]=1)=O.[CH3:16][NH2:17]>>[CH3:16][NH:17][C:4]([C:6]1[CH:15]=[C:14]2[C:9]([CH2:10][CH2:11][NH:12][CH2:13]2)=[CH:8][CH:7]=1)=[O:3] |f:0.1|. Procedure details: 1,2,3,4-Tetrahydro-isoquinoline-7-carboxylic acid methyl ester hydrochloride (113 mg, 0.5 mmol) is dissolved in aqueous methylamine (40%, 5.0 ml)) and heated at 100° C. overnight. Upon cooling to rt, the reaction mixture is evaporated to dryness under reduced pressure. The residue is taken up in water (1.0 ml), and treated with sodium hydroxide solution (1.0 N, 1.0 ml). The mixture is extracted with DCM (10 ml×3). The combined organic phase is dried over sodium sulfate, and concentrated to give ... Starting materials: FC(F)(F)c1ccccc1Br, OC1CCNC1. Product: OC1CCN(c2ccccc2C(F)(F)F)C1. Reaction SMILES: [F:1][C:2]([c:3]1[c:4]([Br:9])[cH:5][cH:6][cH:7][cH:8]1)([F:10])[F:11].[OH:12][CH:13]1[CH2:14][NH:15][CH2:16][CH2:17]1>>[F:1][C:2]([c:3]1[c:4]([N:15]2[CH2:14][CH:13]([OH:12])[CH2:17][CH2:16]2)[cH:5][cH:6][cH:7][cH:8]1)([F:10])[F:11]. Run at time 2 hour. Reaction SMILES: [C:1]([O:5][C:6]([NH:8][CH2:9][CH2:10][C:11]([OH:13])=O)=[O:7])([CH3:4])([CH3:3])[CH3:2].[C:14]1([S:20]([NH2:23])(=[O:22])=[O:21])[CH:19]=[CH:18][CH:17]=[CH:16][CH:15]=1.CCN=C=NCCCN(C)C>C(Cl)Cl.CN(C1C=CN=CC=1)C>[O:13]=[C:11]([NH:23][S:20]([C:14]1[CH:19]=[CH:18][CH:17]=[CH:16][CH:15]=1)(=[O:22])=[O:21])[CH2:10][CH2:9][NH:8][C:6](=[O:7])[O:5][C:1]([CH3:2])([CH3:3])[CH3:4]. Solvent: C(Cl)Cl (DCM). The product is O=C(CCNC(OC(C)(C)C)=O)NS(=O)(=O)C1=CC=CC=C1 (tert-butyl 3-oxo-3-(phenylsulfonamido)propylcarbamate). The reactants are ice water, C(C)(C)(C)OC(=O)NCCC(=O)O (3-(Tert-butoxycarbonylamino)propanoic acid), C1(=CC=CC=C1)S(=O)(=O)N (phenylsulfonamide), CCN=C=NCCCN(C)C (EDCI). Reagents/catalysts: CN(C)C=1C=CN=CC1 (DMAP). Yield: 106.9%. Reported procedure: 3-(Tert-butoxycarbonylamino)propanoic acid (4 g, 21.2 mmol, 1.0 equiv) was dissolved in DCM (100 mL). Then phenylsulfonamide (15.1 mmol, 0.7 equiv), EDCI (3.45 g, 18.2 mmol, 0.85 equiv) and DMAP (0.37 g, 3 mmol, 0.15 equiv) were added to the mixture and stirred for 2 h at room temperature. The reaction mixture was cooled down to 0° C., ice water (100 mL) was added. The mixture was stirred for 15 min, separated and the water layer was extracted twice with dichloromethane. The combined organic lay...